From a dataset of the Open Reaction Database (ORD), a public repository of structured organic reaction records. describe an organic reaction: reactants, conditions, products, and yield Starting materials: OBO, Brc1ccccc1, Cc1cc(-c2ccc(Cl)cc2)cc(I)n1. RXN SMILES: [BH:16]([OH:17])[OH:18].[Br:19][c:20]1[cH:21][cH:22][cH:23][cH:24][cH:25]1.[Cl:1][c:2]1[cH:3][cH:4][c:5](-[c:8]2[cH:9][c:10]([I:15])[n:11][c:12]([CH3:14])[cH:13]2)[cH:6][cH:7]1>>[Cl:1][c:2]1[cH:3][cH:4][c:5](-[c:8]2[cH:9][c:10](-[c:24]3[cH:23][cH:22][cH:21][c:20]([Br:19])[cH:25]3)[n:11][c:12]([CH3:14])[cH:13]2)[cH:6][cH:7]1. Yields the product Cc1cc(-c2ccc(Cl)cc2)cc(-c2cccc(Br)c2)n1. Starting materials: NC1=NC=C(C(=N1)O)[N+](=O)[O-] (2-amino-4-hydroxy-5-nitropyrimidine), P(=O)(Cl)(Cl)Cl (phosphorous oxychloride). Reaction SMILES: [NH2:1][C:2]1[N:7]=[C:6](O)[C:5]([N+:9]([O-:11])=[O:10])=[CH:4][N:3]=1.P(Cl)(Cl)([Cl:14])=O>>[NH2:1][C:2]1[N:7]=[C:6]([Cl:14])[C:5]([N+:9]([O-:11])=[O:10])=[CH:4][N:3]=1. Procedure details: A suspension of 2-amino-4-hydroxy-5-nitropyrimidine (5.0 g, 32.1 mmol) in phosphorous oxychloride (100 mL) was refluxed overnight, and the excess phosphorous oxychloride was evaporated under reduced pressure. The residue was mixed with ice (100 g) in an ice-bath, and the mixture was neutralized with concentrated aqueous sodium carbonate solution. A yellow precipitate was collected by filtration and washed with water: yield, 1.39 g (25%); mp 191°-194° C. dec.; 1H NMR δ8.45 (br s, 2H, NH2, exchang... Yields the product NC1=NC=C(C(=N1)Cl)[N+](=O)[O-] (2-Amino-4-chloro-5-nitropyrimidine). The reactants are ClCC(=O)NS(=O)(=O)C1=CC=C(C=C1)C=1C(=NN2C1C=CC(=C2)C(F)(F)F)C2=CC(=CC=C2)F (N-(2-chloroacetyl)-4-[2-(3-fluorophenyl)-6-(trifluoromethyl)pyrazolo[1,5-a]pyridin-3-yl]benzenesulfonamide), C(C)NCC (diethylamine), [I-].[Na+] (sodium iodide). Solvent: C1CCOC1 (THF). Run at time 24 hour. The product is N (ammonia), C(C)N(CC(=O)NS(=O)(=O)C1=CC=C(C=C1)C=1C(=NN2C1C=CC(=C2)C(F)(F)F)C2=CC(=CC=C2)F)CC (N-[2-(Diethylamino)acetyl]-4-[2-(3-fluorophenyl)-6-(trifluoromethyl)pyrazolo[1,5-a]pyridin-3-yl]benzenesulfonamide). Yield: 120.3%. Reaction SMILES: Cl[CH2:2][C:3]([NH:5][S:6]([C:9]1[CH:14]=[CH:13][C:12]([C:15]2[C:16]([C:28]3[CH:33]=[CH:32][CH:31]=[C:30]([F:34])[CH:29]=3)=[N:17][N:18]3[CH:23]=[C:22]([C:24]([F:27])([F:26])[F:25])[CH:21]=[CH:20][C:19]=23)=[CH:11][CH:10]=1)(=[O:8])=[O:7])=[O:4].[CH2:35]([NH:37][CH2:38][CH3:39])[CH3:36].[I-].[Na+]>C1COCC1>[NH3:5].[CH2:35]([N:37]([CH2:38][CH3:39])[CH2:2][C:3]([NH:5][S:6]([C:9]1[CH:14]=[CH:13][C:12]([C:15]2[C:16]([C:28]3[CH:33]=[CH:32][CH:31]=[C:30]([F:34])[CH:29]=3)=[N:17][N:18]3[CH:23]=[C:22]([C:24]([F:27])([F:26])[F:25])[CH:21]=[CH:20][C:19]=23)=[CH:11][CH:10]=1)(=[O:8])=[O:7])=[O:4])[CH3:36] |f:2.3|. Procedure: A mixture of N-(2-chloroacetyl)-4-[2-(3-fluorophenyl)-6-(trifluoromethyl)pyrazolo[1,5-a]pyridin-3-yl]benzenesulfonamide (0.1 g 0.2 mmol), diethylamine (0.073 g 1 mmol) and sodium iodide (0.005 g 0.03 mmol) in dry THF (5 ml) was stirred at room temperature for 24 hr. The solvent was removed and the residues partitioned between ethyl acetate (10 ml) and water (10 ml). The organic layer was dried (MgSO4), the solvent removed and the residues were purified by SPE chromatography using a cartridge con... Reactants: COC(C1=C(C=C(C(=C1)OC)OC)Br)=O (methyl-2-bromo-4,5-dimethoxybenzoate), O.NN (hydrazine hydrate). Run in CCO (EtOH). Conditions: temperature -20 celsius. Yields the product BrC1=C(C(=O)ONN)C=C(C(=C1)OC)OC ((2-bromo-4,5-dimethoxy benzoyloxy) hydrazine). Yield: 82.1%. RXN SMILES: C[O:2][C:3](=[O:15])[C:4]1[CH:9]=[C:8]([O:10][CH3:11])[C:7]([O:12][CH3:13])=[CH:6][C:5]=1[Br:14].O.[NH2:17][NH2:18]>CCO>[Br:14][C:5]1[CH:6]=[C:7]([O:12][CH3:13])[C:8]([O:10][CH3:11])=[CH:9][C:4]=1[C:3]([O:2][NH:17][NH2:18])=[O:15] |f:1.2|. Procedure details: A mixture of 0.960 g (3.48 mmol) of 7, 1.60 g (35 mmol) of hydrazine hydrate (62% hydrazine), and 5 mL of EtOH was refluxed for 15 h. The mixture was cooled to −20° C., vacuum filtered, washed with 50 mL of ice-cold 1:1 EtOH:H2O, and dried to give 0.832 g (87% yield) of (2-bromo-4,5-dimethoxy benzoyloxy) hydrazine (8) as a white, needle-like crystalline solid. The above procedure was repeated on 2.79 g of the starting ester 7 to result in 2.77 g (99% yield) of 8. 1H NMR (200 MHz, CDCl3) δ 6.97 (... Starting materials: BrC1=CC(=C(CN2C(N(N=C2CCCC)C2=C(C=CC(=C2)[N+](=O)[O-])Cl)=O)C=C1)F (4-(4-bromo-2-fluorobenzyl)-5-n-butyl-2-(2-chloro-5-nitrophenyl)-2,4-dihydro-3H-1,2,4-triazol-3-one), C(C)(C)(C)NS(=O)(=O)C1=C(C=CC=C1)B(O)O (2-(N-t-butylsulfamoyl)phenylboronic acid). The reagents and catalysts are [Pd] (palladium(0)). Yields the product C(CCC)C=1N(C(N(N1)C1=C(C=CC(=C1)[N+](=O)[O-])Cl)=O)CC1=C(C=C(C=C1)C1=C(C=CC=C1)S(NC(C)(C)C)(=O)=O)F (5-n-Butyl-4-[[2'-(N-t-butylsulfamoyl)-3-fluorobiphenyl-4-yl]methyl]-2-(2-chloro-5-nitrophenyl)-2,4-dihydro-3H-1,2,4-triazol-3-one). Yield: 52.0%. As a reaction SMILES: Br[C:2]1[CH:28]=[CH:27][C:5]([CH2:6][N:7]2[C:11]([CH2:12][CH2:13][CH2:14][CH3:15])=[N:10][N:9]([C:16]3[CH:21]=[C:20]([N+:22]([O-:24])=[O:23])[CH:19]=[CH:18][C:17]=3[Cl:25])[C:8]2=[O:26])=[C:4]([F:29])[CH:3]=1.[C:30]([NH:34][S:35]([C:38]1[CH:43]=[CH:42][CH:41]=[CH:40][C:39]=1B(O)O)(=[O:37])=[O:36])([CH3:33])([CH3:32])[CH3:31]>[Pd]>[CH2:12]([C:11]1[N:7]([CH2:6][C:5]2[CH:27]=[CH:28][C:2]([C:39]3[CH:40]=[CH:41][CH:42]=[CH:43][C:38]=3[S:35](=[O:37])(=[O:36])[NH:34][C:30]([CH3:31])([CH3:33])[CH3:32])=[CH:3][C:4]=2[F:29])[C:8](=[O:26])[N:9]([C:16]2[CH:21]=[C:20]([N+:22]([O-:24])=[O:23])[CH:19]=[CH:18][C:17]=2[Cl:25])[N:10]=1)[CH2:13][CH2:14][CH3:15]. Procedure details: The palladium(0)-catalyzed coupling of 4-(4-bromo-2-fluorobenzyl)-5-n-butyl-2-(2-chloro-5-nitrophenyl)-2,4-dihydro-3H-1,2,4-triazol-3-one (from Step A) with 2-(N-t-butylsulfamoyl)phenylboronic acid was carried out according to the procedure of Example 76, Step F. Purification of the crude product by flash chromatography on silica gel (gradient elution with 6:1 to 4:1 hexane-EtOAc) provided a 52% yield of the title compound as a pale yellow, stiff foam, mp 124°-126° C.; homogeneous by TLC in 4:1 ... The reactants are CCN(CC)S(F)(F)F, ClCCl, CC(O)(C#N)c1cccc([N+](=O)[O-])c1. Reaction SMILES: [CH2:15]([N:16]([S:17]([F:18])([F:19])[F:21])[CH2:20][CH3:22])[CH3:23].[Cl:24][CH2:25][Cl:26].[OH:1][C:2]([C:3]#[N:4])([CH3:5])[c:6]1[cH:7][c:8]([N+:12](=[O:13])[O-:14])[cH:9][cH:10][cH:11]1>>[C:2]([C:3]#[N:4])([CH3:5])([c:6]1[cH:7][c:8]([N+:12](=[O:13])[O-:14])[cH:9][cH:10][cH:11]1)[F:21]. Yields the product CC(F)(C#N)c1cccc([N+](=O)[O-])c1. Starting materials: O1COC2=C1C=CC(=C2)[C@@H]2CC[C@H](CC2)N2CCNCC2 (trans 1-[4-(1,3-benzodioxol-5-yl)-1-cyclohexyl]piperazine), ClC1=C(CCl)C=CC=C1 (2-chlorobenzyl chloride). The yield is 89.0%. Procedure: The title compound was prepared from trans 1-[4-(1,3-benzodioxol-5-yl)-1-cyclohexyl]piperazine and 2-chlorobenzyl chloride by the method described in example to give the product (89%, mp: 89°-90° C.). Calc'd for C24H29ClN2O2 : C, 69.81%; H, 7.08%; N, 6.79%. Found: C, 69.50%; H, 7.03%; N, 6.71%. Yields the product O1COC2=C1C=CC(=C2)[C@@H]2CC[C@H](CC2)N2CCN(CC2)CC2=C(C=CC=C2)Cl (Trans 1-[4-(1,3-benzodioxol-5-yl)-1-cyclohexyl]-4-[(2-chlorophenyl)methyl]piperazine), product. RXN SMILES: [O:1]1[C:5]2[CH:6]=[CH:7][C:8]([C@H:10]3[CH2:15][CH2:14][C@H:13]([N:16]4[CH2:21][CH2:20][NH:19][CH2:18][CH2:17]4)[CH2:12][CH2:11]3)=[CH:9][C:4]=2[O:3][CH2:2]1.[Cl:22][C:23]1[CH:30]=[CH:29][CH:28]=[CH:27][C:24]=1[CH2:25]Cl>>[O:1]1[C:5]2[CH:6]=[CH:7][C:8]([C@H:10]3[CH2:15][CH2:14][C@H:13]([N:16]4[CH2:21][CH2:20][N:19]([CH2:25][C:24]5[CH:27]=[CH:28][CH:29]=[CH:30][C:23]=5[Cl:22])[CH2:18][CH2:17]4)[CH2:12][CH2:11]3)=[CH:9][C:4]=2[O:3][CH2:2]1.